describe an organic reaction: reactants, conditions, products, and yield From a dataset of the Open Reaction Database (ORD), a public repository of structured organic reaction records. The reactants are C(#N)C1(CCN(CC1)S(=O)(=O)NCC)CC1CC1 (4-cyano-4-(cyclopropylmethyl)-N-ethylpiperidine-1-sulfonamide), [OH-].[Na+] (sodium hydroxide). Solvent: C(C)O (ethanol), C(C)O.O (ethanol water). Run at time 12 hour. The product is NCC1(CCN(CC1)S(=O)(=O)NCC)CC1CC1 (4-aminomethyl-4-(cyclopropylmethyl)-N-ethylpiperidine-1-sulfonamide). RXN SMILES: [C:1]([C:3]1([CH2:15][CH:16]2[CH2:18][CH2:17]2)[CH2:8][CH2:7][N:6]([S:9]([NH:12][CH2:13][CH3:14])(=[O:11])=[O:10])[CH2:5][CH2:4]1)#[N:2].[OH-].[Na+]>C(O)C.C(O)C.O>[NH2:2][CH2:1][C:3]1([CH2:15][CH:16]2[CH2:18][CH2:17]2)[CH2:4][CH2:5][N:6]([S:9]([NH:12][CH2:13][CH3:14])(=[O:10])=[O:11])[CH2:7][CH2:8]1 |f:1.2,4.5|. Procedure details: A solution of 4-cyano-4-(cyclopropylmethyl)-N-ethylpiperidine-1-sulfonamide (I-9) (83 mg, 0.306 mmol) in ethanol (1 mL) was added to 1M sodium hydroxide in 95% ethanol-water (15 mL) and the solution degassed with nitrogen. Raney Nickel (50% slurry in water) (220 mg) was added and the black suspension shaken under hydrogen pressure (40 psi) at room temperature for 12 h. The catalyst was filtered off and wahed with 95% ethanol-water. The filtrate was evaporated in vacuo then partitioned between wa... The reactants are ClCCl, O, OCc1nc(CO)nc(CO)n1, Cc1ccc(S(=O)(=O)Cl)cc1, c1ccncc1. The product is Cc1ccc(S(=O)(=O)Cc2nc(CO)nc(CO)n2)cc1. RXN SMILES: [Cl:31][CH2:32][Cl:33].[OH2:30].[OH:1][CH2:2][c:3]1[n:4][c:5]([CH2:11][OH:12])[n:6][c:7]([CH2:9][OH:10])[n:8]1.[c:19]1([CH3:29])[cH:20][cH:21][c:22]([S:25](=[O:26])(=[O:27])[Cl:28])[cH:23][cH:24]1.[cH:13]1[cH:14][cH:15][n:16][cH:17][cH:18]1>>[CH2:2]([c:3]1[n:4][c:5]([CH2:11][OH:12])[n:6][c:7]([CH2:9][OH:10])[n:8]1)[S:25]([c:22]1[cH:21][cH:20][c:19]([CH3:29])[cH:24][cH:23]1)(=[O:26])=[O:27]. The reactants are BrB(Br)Br, COc1cccc(N(CCN2CCC(C(=O)c3ccc(F)cc3)CC2)C(=O)c2ccc(NC(C)=O)cc2)c1, O=C([O-])O, ClCCl, [Na+]. Product: CC(=O)Nc1ccc(C(=O)N(CCN2CCC(C(=O)c3ccc(F)cc3)CC2)c2cccc(O)c2)cc1. Reaction SMILES: [B:39]([Br:40])([Br:41])[Br:42].[C:1]([CH3:2])(=[O:3])[NH:4][c:5]1[cH:6][cH:7][c:8]([C:9](=[O:10])[N:11]([c:12]2[cH:13][c:14]([O:18][CH3:19])[cH:15][cH:16][cH:17]2)[CH2:20][CH2:21][N:22]2[CH2:23][CH2:24][CH:25]([C:28]([c:29]3[cH:30][cH:31][c:32]([F:35])[cH:33][cH:34]3)=[O:36])[CH2:26][CH2:27]2)[cH:37][cH:38]1.[C:43](=[O:44])([OH:45])[O-:46].[CH2:48]([Cl:49])[Cl:50].[Na+:47]>>[C:1]([CH3:2])(=[O:3])[NH:4][c:5]1[cH:6][cH:7][c:8]([C:9](=[O:10])[N:11]([c:12]2[cH:13][c:14]([OH:18])[cH:15][cH:16][cH:17]2)[CH2:20][CH2:21][N:22]2[CH2:23][CH2:24][CH:25]([C:28]([c:29]3[cH:30][cH:31][c:32]([F:35])[cH:33][cH:34]3)=[O:36])[CH2:26][CH2:27]2)[cH:37][cH:38]1. Reactants: CC(C)CC(Br)C(=O)Cl, CC(=O)[O-], CC(C)=O, OCC1CCCN1, [Na+], O. Product: CC(C)CC(Br)C(=O)N1CCCC1CO. As a reaction SMILES: [Br:1][CH:2]([C:3](=[O:4])[Cl:5])[CH2:6][CH:7]([CH3:8])[CH3:9].[CH3:18][C:19](=[O:20])[O-:21].[CH3:22][C:23](=[O:24])[CH3:25].[NH:10]1[CH:11]([CH2:12][OH:13])[CH2:14][CH2:15][CH2:16]1.[Na+:17].[OH2:26]>>[Br:1][CH:2]([C:3](=[O:4])[N:10]1[CH:11]([CH2:12][OH:13])[CH2:14][CH2:15][CH2:16]1)[CH2:6][CH:7]([CH3:8])[CH3:9]. Reactants: NC1=NC(=NC=C1C#N)NC1=CC=CC=C1 (4-Amino-2-phenylamino-pyrimidine-5-carbonitrile), C(=O)O (formic acid). Reagents/catalysts: [Ni] (Raney nickel). The solvent is O (water). Run at time 20 minute. Yields the product NC1=NC(=NC=C1C=O)NC1=CC=CC=C1 (4-Amino-2-phenylamino-pyrimidine-5-carboxaldehyde). Reaction SMILES: [NH2:1][C:2]1[C:7]([C:8]#N)=[CH:6][N:5]=[C:4]([NH:10][C:11]2[CH:16]=[CH:15][CH:14]=[CH:13][CH:12]=2)[N:3]=1.C(O)=[O:18]>[Ni].O>[NH2:1][C:2]1[C:7]([CH:8]=[O:18])=[CH:6][N:5]=[C:4]([NH:10][C:11]2[CH:16]=[CH:15][CH:14]=[CH:13][CH:12]=2)[N:3]=1. Procedure details: 4-Amino-2-phenylamino-pyrimidine-5-carbonitrile (2.00 g) obtained from Example 71 was combined with wet Raney nickel (2.00 g), 98% formic acid (60 mL) and water (40 mL) in a Parr shaker. The reaction was placed under hydrogen (42 psi) and shaken for 20 minutes. The reaction was filtered, and the filtrate was concentrated in vacuo. The residue was suspended in water, made basic with saturated sodium bicarbonate, and extracted with ethyl acetate three times. The aqueous layer was filtered through ... Starting materials: CS(=O)(=O)c1cc(F)c2c(c1)OC(CBr)OC2, CCCNCC, CCO. Product: CCCN(CC)CC1OCc2c(F)cc(S(C)(=O)=O)cc2O1. As a reaction SMILES: [Br:1][CH2:2][CH:3]1[O:4][CH2:5][c:6]2[c:7]([cH:9][c:10]([S:14](=[O:15])(=[O:16])[CH3:17])[cH:11][c:12]2[F:13])[O:8]1.[CH2:18]([CH3:19])[NH:20][CH2:21][CH2:22][CH3:23].[CH3:24][CH2:25][OH:26]>>[CH2:2]([CH:3]1[O:4][CH2:5][c:6]2[c:7]([cH:9][c:10]([S:14](=[O:15])(=[O:16])[CH3:17])[cH:11][c:12]2[F:13])[O:8]1)[N:20]([CH2:18][CH3:19])[CH2:21][CH2:22][CH3:23]. Starting materials: O=C(NC(CO)c1ccccc1)c1cccc(OCc2ccccc2)c1, CC(C)OC(=O)N=NC(=O)OC(C)C, C1CCOC1, c1ccc(P(c2ccccc2)c2ccccc2)cc1. The product is c1ccc(COc2cccc(C3=NC(c4ccccc4)CO3)c2)cc1. As a reaction SMILES: [CH2:1]([c:2]1[cH:3][cH:4][cH:5][cH:6][cH:7]1)[O:8][c:9]1[cH:10][c:11]([C:12](=[O:13])[NH:14][CH:15]([CH2:16][OH:17])[c:18]2[cH:19][cH:20][cH:21][cH:22][cH:23]2)[cH:24][cH:25][cH:26]1.[O:46]=[C:47]([O:48][CH:49]([CH3:50])[CH3:51])[N:52]=[N:53][C:54]([O:55][CH:56]([CH3:57])[CH3:58])=[O:59].[O:60]1[CH2:61][CH2:62][CH2:63][CH2:64]1.[c:27]1([P:28]([c:29]2[cH:30][cH:31][cH:32][cH:33][cH:34]2)[c:35]2[cH:36][cH:37][cH:38][cH:39][cH:40]2)[cH:41][cH:42][cH:43][cH:44][cH:45]1>>[CH2:1]([c:2]1[cH:3][cH:4][cH:5][cH:6][cH:7]1)[O:8][c:9]1[cH:10][c:11]([C:12]2=[N:14][CH:15]([c:18]3[cH:19][cH:20][cH:21][cH:22][cH:23]3)[CH2:16][O:17]2)[cH:24][cH:25][cH:26]1. Starting materials: COC([C@@H](NC(=O)N(C)C)CC1=CC=C(C=C1)OC)=O (Dimethylaminocarbonyl-(O-methyl)tyrosine Methyl Ester), Cl (HCl). Product: CN(C(=O)N[C@@H](CC1=CC=C(C=C1)OC)C(=O)O)C (Dimethylaminocarbonyl-(O-methyl)-tyrosine). RXN SMILES: C[O:2][C:3](=[O:20])[C@H:4]([CH2:11][C:12]1[CH:17]=[CH:16][C:15]([O:18][CH3:19])=[CH:14][CH:13]=1)[NH:5][C:6]([N:8]([CH3:10])[CH3:9])=[O:7].Cl>>[CH3:10][N:8]([CH3:9])[C:6]([NH:5][C@H:4]([C:3]([OH:20])=[O:2])[CH2:11][C:12]1[CH:17]=[CH:16][C:15]([O:18][CH3:19])=[CH:14][CH:13]=1)=[O:7]. Reported procedure: Prepared according to the procedure of Example 56 from the resultant compound of Example 57 with the modification that the product was isolated by pouring the reaction mixture into 2M HCl and extracting with ethyl acetate which was dried over Na2SO4 and evaporated. EI-MS: M+ =266. Reported procedure: The title compound (D42) was prepared from methylamine and 6-chloronicotinic acid according to the procedure described for Description 35. Yields the product ClC1=NC=C(C=C1)C(=O)NC (2-Chloro-5-(methylaminocarbonyl)pyridine). The reactants are CN (methylamine), ClC1=NC=C(C(=O)O)C=C1 (6-chloronicotinic acid). As a reaction SMILES: [CH3:1][NH2:2].[Cl:3][C:4]1[CH:12]=[CH:11][C:7]([C:8](O)=[O:9])=[CH:6][N:5]=1>>[Cl:3][C:4]1[CH:12]=[CH:11][C:7]([C:8]([NH:2][CH3:1])=[O:9])=[CH:6][N:5]=1.